This data is from the Open Reaction Database (ORD), a public repository of structured organic reaction records. The task is: describe an organic reaction: reactants, conditions, products, and yield Starting materials: CN(C)C=O, CC(C)(C)C(=O)Nc1ccc(-c2cc(=O)c3c(NCCCOS(C)(=O)=O)c(F)cc(F)c3o2)cc1F, [H-], [Na+], O, c1c[nH]cn1. Yields the product CC(C)(C)C(=O)Nc1ccc(-c2cc(=O)c3c(NCCCn4ccnc4)c(F)cc(F)c3o2)cc1F. Reaction SMILES: [CH3:45][N:46]([CH3:47])[CH:48]=[O:49].[F:1][c:2]1[cH:3][c:4]([F:36])[c:5]2[c:6]([c:7](=[O:25])[cH:8][c:9](-[c:11]3[cH:12][c:13]([F:24])[c:14]([NH:17][C:18]([C:19]([CH3:20])([CH3:21])[CH3:22])=[O:23])[cH:15][cH:16]3)[o:10]2)[c:26]1[NH:27][CH2:28][CH2:29][CH2:30][O:31][S:32]([CH3:33])(=[O:34])=[O:35].[H-:42].[Na+:43].[OH2:44].[nH:37]1[cH:38][n:39][cH:40][cH:41]1>>[F:1][c:2]1[cH:3][c:4]([F:36])[c:5]2[c:6]([c:7](=[O:25])[cH:8][c:9](-[c:11]3[cH:12][c:13]([F:24])[c:14]([NH:17][C:18]([C:19]([CH3:20])([CH3:21])[CH3:22])=[O:23])[cH:15][cH:16]3)[o:10]2)[c:26]1[NH:27][CH2:28][CH2:29][CH2:30][n:37]1[cH:38][n:39][cH:40][cH:41]1. Starting materials: BrC=1C(=NC(=NC1)Cl)NN (5-bromo-2-chloro-4-hydrazinylpyrimidine), Cl (HCl), N(=O)[O-].[Na+] (NaNO2). Solvent: O (water). Conditions: temperature 10 celsius, time 1 hour. The product is BrC=1C=2N(C(=NC1)Cl)N=NN2 (8-Bromo-5-chlorotetrazolo[1,5-c]pyrimidine). Isolated yield 72.1%. As a reaction SMILES: [Br:1][C:2]1[C:3]([NH:9][NH2:10])=[N:4][C:5]([Cl:8])=[N:6][CH:7]=1.Cl.[N:12]([O-])=O.[Na+]>O>[Br:1][C:2]1[C:3]2[N:4]([N:12]=[N:10][N:9]=2)[C:5]([Cl:8])=[N:6][CH:7]=1 |f:2.3|. Reported procedure: A 250 mL round bottom flask was charged with 5-bromo-2-chloro-4-hydrazinylpyrimidine (17 g, crude, 59.2 mmol) and 3 M HCl (600 mL). To the above was added dropwise a solution of NaNO2 (8 g, 0.1 mol) in water (15 mL) at 10° C. The resulting mixture was stirred at 10° C. for 1 h. Work-up: the resulting crystalline solid was collected by filtration. The solid was washed with ethanol (20 mL), and dried to afford 10 g (72%) of the product as a red solid.